From a dataset of the Open Reaction Database (ORD), a public repository of structured organic reaction records. describe an organic reaction: reactants, conditions, products, and yield Starting materials: O=B[O-], CCOC(=O)C(=O)c1sccc1Nc1c(C)cccc1Cl, CN(C)C=O, [Na+]. The product is CCOC(=O)Cc1sccc1Nc1c(C)cccc1Cl. RXN SMILES: [B:22]([O-:23])=[O:24].[CH2:1]([CH3:2])[O:3][C:4]([C:5](=[O:6])[c:7]1[s:8][cH:9][cH:10][c:11]1[NH:12][c:13]1[c:14]([Cl:20])[cH:15][cH:16][cH:17][c:18]1[CH3:19])=[O:21].[CH3:26][N:27]([CH3:28])[CH:29]=[O:30].[Na+:25]>>[CH2:1]([CH3:2])[O:3][C:4]([CH2:5][c:7]1[s:8][cH:9][cH:10][c:11]1[NH:12][c:13]1[c:14]([Cl:20])[cH:15][cH:16][cH:17][c:18]1[CH3:19])=[O:21].